Dataset: the Open Reaction Database (ORD), a public repository of structured organic reaction records. Task: describe an organic reaction: reactants, conditions, products, and yield The reactants are BrC=1SC(=CC1)C(C)=O (2-bromo-5-acetylthiophene), N1=CC=C(C=C1)B(O)O (pyridine-4-boronic acid), O1CCOCC1 (1,4-dioxane), O (water), C([O-])([O-])=O.[Cs+].[Cs+] (Cesium carbonate). The reagents and catalysts are C1=CC=C(C=C1)P([C-]2C=CC=C2)C3=CC=CC=C3.C1=CC=C(C=C1)P([C-]2C=CC=C2)C3=CC=CC=C3.Cl[Pd]Cl.[Fe+2] ([1,1′-bis(diphenylphosphino)ferrocene]palladium(II)dichloride). Reaction conditions: temperature 90 celsius, time 18 hour. The product is N1=CC=C(C=C1)C1=CC=C(S1)C(C)=O (1-(5-(pyridin-4-yl)thiophen-2-yl)ethanone). The yield is 85.4%. RXN SMILES: Br[C:2]1[S:3][C:4]([C:7](=[O:9])[CH3:8])=[CH:5][CH:6]=1.[N:10]1[CH:15]=[CH:14][C:13](B(O)O)=[CH:12][CH:11]=1.O1CCOCC1.O.C(=O)([O-])[O-].[Cs+].[Cs+]>C1C=CC(P(C2C=CC=CC=2)[C-]2C=CC=C2)=CC=1.C1C=CC(P(C2C=CC=CC=2)[C-]2C=CC=C2)=CC=1.Cl[Pd]Cl.[Fe+2]>[N:10]1[CH:15]=[CH:14][C:13]([C:2]2[S:3][C:4]([C:7](=[O:9])[CH3:8])=[CH:5][CH:6]=2)=[CH:12][CH:11]=1 |f:4.5.6,7.8.9.10|. Procedure: To a 100 mL round bottom flask was added a solution of 2-bromo-5-acetylthiophene (0.500 g, 2.438 mmol) and pyridine-4-boronic acid (0.560 g, 4.555 mmol) in a solution of 1,4-dioxane (20.00 mL, 256.3 mmol) and water (4.00 mL, 222 mmol). Cesium carbonate (2.383 g, 7.314 mmol) was added followed by [1,1′-bis(diphenylphosphino)ferrocene]palladium(II)dichloride (0.2407 g, 0.293 mmol). The reaction mixture was fitted with an air condenser and heated to 90° C. and allowed to stir for 18 h. The reaction... The reactants are C1CCNCC1, O=C(O)C(F)(F)F, CN(C)C=O, O=C(O)CSc1nc(-c2cccnc2)c[nH]1. The product is O=C(O)C(F)(F)F, O=C(CSc1nc(-c2cccnc2)c[nH]1)N1CCCCC1. Reaction SMILES: [CH2:24]1[CH2:25][CH2:26][NH:27][CH2:28][CH2:29]1.[F:1][C:2]([C:3](=[O:4])[OH:5])([F:6])[F:7].[O:30]=[CH:31][N:32]([CH3:33])[CH3:34].[n:8]1[cH:9][c:10](-[c:14]2[n:15][c:16]([S:19][CH2:20][C:21](=[O:22])[OH:23])[nH:17][cH:18]2)[cH:11][cH:12][cH:13]1>>[F:1][C:2]([C:3](=[O:4])[OH:5])([F:6])[F:7].[n:8]1[cH:9][c:10](-[c:14]2[n:15][c:16]([S:19][CH2:20][C:21](=[O:23])[N:27]3[CH2:26][CH2:25][CH2:24][CH2:29][CH2:28]3)[nH:17][cH:18]2)[cH:11][cH:12][cH:13]1. Reactants: CN(CCNC1=C(C=C(C=C1)N1C(N(C=C1)C1=CC=C(C=C1)OC1=CC=CC=C1)=O)[N+](=O)[O-])C (1-[4-(2-dimethylamino-ethylamino)-3-nitrophenyl]-3-(4-phenoxyphenyl)-1,3-dihydroimidazol-2-one). The reagents and catalysts are [Zn] (Zinc). The solvent is ClCCl (dichloromethane), C(C)(=O)O (acetic acid). Reaction conditions: time 10 minute. The product is NC=1C=C(C=CC1NCCN(C)C)N1C(N(C=C1)C1=CC=C(C=C1)OC1=CC=CC=C1)=O (1-[3-Amino-4-(2-dimethylaminoethylamino)phenyl]-3-(4-phenoxyphenyl)-1,3-dihydroimidazol-2-one). As a reaction SMILES: [CH3:1][N:2]([CH3:34])[CH2:3][CH2:4][NH:5][C:6]1[CH:11]=[CH:10][C:9]([N:12]2[CH:16]=[CH:15][N:14]([C:17]3[CH:22]=[CH:21][C:20]([O:23][C:24]4[CH:29]=[CH:28][CH:27]=[CH:26][CH:25]=4)=[CH:19][CH:18]=3)[C:13]2=[O:30])=[CH:8][C:7]=1[N+:31]([O-])=O>ClCCl.C(O)(=O)C.[Zn]>[NH2:31][C:7]1[CH:8]=[C:9]([N:12]2[CH:16]=[CH:15][N:14]([C:17]3[CH:22]=[CH:21][C:20]([O:23][C:24]4[CH:25]=[CH:26][CH:27]=[CH:28][CH:29]=4)=[CH:19][CH:18]=3)[C:13]2=[O:30])[CH:10]=[CH:11][C:6]=1[NH:5][CH2:4][CH2:3][N:2]([CH3:34])[CH3:1]. Procedure: Zinc dust (250 mg) was added to a solution of 1-[4-(2-dimethylamino-ethylamino)-3-nitrophenyl]-3-(4-phenoxyphenyl)-1,3-dihydroimidazol-2-one (50 mg) in dichloromethane (10 ml) and glacial acetic acid (1 ml). After 10 minutes, solids were removed by filtration and the filtrate was washed with saturated sodium carbonate solution. The organic phase was dried over magnesium sulfate and concentrated. The product with the molecular weight of 429.53 (C25H27N5O2); MS (ESI): 430 ([M+H]+), was obtained in... Starting materials: COC(=O)c1cc(OC)ccc1CNc1cccc(Br)c1C, C1CCOC1, CC(C)(C)[O-], [Na+], O. Product: COc1ccc2c(c1)C(=O)N(c1cccc(Br)c1C)C2. RXN SMILES: [Br:1][c:2]1[c:3]([CH3:22])[c:4]([NH:8][CH2:9][c:10]2[c:11]([C:12](=[O:13])[O:14][CH3:15])[cH:16][c:17]([O:20][CH3:21])[cH:18][cH:19]2)[cH:5][cH:6][cH:7]1.[CH2:30]1[O:31][CH2:32][CH2:33][CH2:34]1.[CH3:23][C:24]([CH3:25])([O-:26])[CH3:27].[Na+:28].[OH2:29]>>[Br:1][c:2]1[c:3]([CH3:22])[c:4]([N:8]2[CH2:9][c:10]3[c:11]([cH:16][c:17]([O:20][CH3:21])[cH:18][cH:19]3)[C:12]2=[O:13])[cH:5][cH:6][cH:7]1. The reactants are FC1=CC=C(C=C1)COC1=C(C(=O)OC)C=C(C=C1)C=1C=NN(C1)CCN1CCOCC1 (methyl 2-{[(4-fluorophenyl)methyl]oxy}-5-{1-[2-(4-morpholinyl)ethyl]-1H-pyrazol-4-yl}benzoate), [OH-].[Li+] (lithium hydroxide), O (water). Run in O1CCCC1 (tetrahydrofuran). The product is FC1=CC=C(C=C1)COC1=C(C(=O)O)C=C(C=C1)C=1C=NN(C1)CCN1CCOCC1 (2-{[(4-Fluorophenyl)methyl]oxy}-5-{1-[2-(4-morpholinyl)ethyl]-1H-pyrazol-4-yl}benzoic acid). Reaction SMILES: [F:1][C:2]1[CH:7]=[CH:6][C:5]([CH2:8][O:9][C:10]2[CH:19]=[CH:18][C:17]([C:20]3[CH:21]=[N:22][N:23]([CH2:25][CH2:26][N:27]4[CH2:32][CH2:31][O:30][CH2:29][CH2:28]4)[CH:24]=3)=[CH:16][C:11]=2[C:12]([O:14]C)=[O:13])=[CH:4][CH:3]=1.[OH-].[Li+].O>O1CCCC1>[F:1][C:2]1[CH:3]=[CH:4][C:5]([CH2:8][O:9][C:10]2[CH:19]=[CH:18][C:17]([C:20]3[CH:21]=[N:22][N:23]([CH2:25][CH2:26][N:27]4[CH2:32][CH2:31][O:30][CH2:29][CH2:28]4)[CH:24]=3)=[CH:16][C:11]=2[C:12]([OH:14])=[O:13])=[CH:6][CH:7]=1 |f:1.2|. Reported procedure: To a solution of methyl 2-{[(4-fluorophenyl)methyl]oxy}-5-{1-[2-(4-morpholinyl)ethyl]-1H-pyrazol-4-yl}benzoate (may be prepared as described in Description 113; 372 mg, 0.85 mmol) in tetrahydrofuran (25 ml) was added lithium hydroxide (60.8 mg, 2.54 mmol), water (5 ml) and the mixture was refluxed for 4 hours. The mixture was evaporated under reduced pressure on a buchi. The residue was taken up into water (10 ml) and acidified using 2M aqueous HCl to pH 1. The solid formed was filtered, washed ... Starting materials: O=C(Cl)c1ccc(CN2CCCC2)c(Br)c1, Cc1ccc(N)cc1Nc1nccc(-c2cccnc2)n1, Cc1ccc(N)cc1Nc1nccc(-c2ccc(Cl)nc2)n1, Cl, Cl. The product is Cc1ccc(NC(=O)c2ccc(CN3CCCC3)c(Br)c2)cc1Nc1nccc(-c2cccnc2)n1. As a reaction SMILES: [Br:46][c:47]1[cH:48][c:49]([C:50](=[O:51])[Cl:52])[cH:53][cH:54][c:55]1[CH2:56][N:57]1[CH2:58][CH2:59][CH2:60][CH2:61]1.[CH3:1][c:2]1[c:3]([NH:9][c:10]2[n:11][cH:12][cH:13][c:14](-[c:16]3[cH:17][n:18][cH:19][cH:20][cH:21]3)[n:15]2)[cH:4][c:5]([NH2:6])[cH:7][cH:8]1.[Cl:22][c:23]1[n:24][cH:25][c:26](-[c:27]2[cH:28][cH:29][n:30][c:31]([NH:32][c:33]3[cH:34][c:35]([NH2:40])[cH:36][cH:37][c:38]3[CH3:39])[n:41]2)[cH:42][cH:43]1.[ClH:44].[ClH:45]>>[CH3:1][c:2]1[c:3]([NH:9][c:10]2[n:11][cH:12][cH:13][c:14](-[c:16]3[cH:17][n:18][cH:19][cH:20][cH:21]3)[n:15]2)[cH:4][c:5]([NH:6][C:50]([c:49]2[cH:48][c:47]([Br:46])[c:55]([CH2:56][N:57]3[CH2:58][CH2:59][CH2:60][CH2:61]3)[cH:54][cH:53]2)=[O:51])[cH:7][cH:8]1. Reactants: OCCCCNS(=O)(=O)C1=C(C=C(C=C1)Br)OC(F)(F)F (4-bromo-2-trifluoromethoxyphenyl-sulfonic acid-(4-hydroxybutyl)-amide), FC1=C(C=CC(=C1)F)B(O)O (2,4-difluorophenyl boronic acid). Product: OCCCCNS(=O)(=O)C1=C(C=C(C=C1)C1=C(C=C(C=C1)F)F)OC(F)(F)F (2′,4′-Difluoro-3-trifluoromethoxybiphenyl-4-sulfonic acid-(4-hydroxybutyl)-amide). As a reaction SMILES: [OH:1][CH2:2][CH2:3][CH2:4][CH2:5][NH:6][S:7]([C:10]1[CH:15]=[CH:14][C:13](Br)=[CH:12][C:11]=1[O:17][C:18]([F:21])([F:20])[F:19])(=[O:9])=[O:8].[F:22][C:23]1[CH:28]=[C:27]([F:29])[CH:26]=[CH:25][C:24]=1B(O)O>>[OH:1][CH2:2][CH2:3][CH2:4][CH2:5][NH:6][S:7]([C:10]1[CH:15]=[CH:14][C:13]([C:26]2[CH:25]=[CH:24][C:23]([F:22])=[CH:28][C:27]=2[F:29])=[CH:12][C:11]=1[O:17][C:18]([F:21])([F:20])[F:19])(=[O:9])=[O:8]. Reported procedure: Using a method analogous to that described in Example 40, 4-bromo-2-trifluoromethoxyphenyl-sulfonic acid-(4-hydroxybutyl)-amide and 2,4-difluorophenyl boronic acid were reacted to give the title compound as a white powder. δC (CDCl3, 62.9 MHz): 26.4, 29.5, 41.2, 62.1, 104.9 (t, J 26.0), 112.3 (dd, J 21.3, 2.9), 122.3 (dd, J 12.7, 3.9), 127.5, 131.3, 131.5, 131.5, 131.7 (d, J 2.0), 136.2, 140.6, 159.9 (dd, J 252.0, 11.7) and 163.3 (dd, J 252.0, 11.7).